Dataset: the Open Reaction Database (ORD), a public repository of structured organic reaction records. Task: describe an organic reaction: reactants, conditions, products, and yield Product: N[C@H](CN1N=C(C=C1)C1=CC(=C(C#N)C(=C1)F)Cl)C ((S)-4-(1-(2-aminopropyl)-1H-pyrazol-3-yl)-2-chloro-6-fluorobenzonitrile). Reactants: ClC1=C(C#N)C(=CC(=C1)C1=CC=NN1)F (2-Chloro-6-fluoro-4-(1H-pyrazol-5-yl)benzonitrile), C(CC)O (1-propanol), C1(=CC=CC=C1)P(C1=CC=CC=C1)C1=CC=CC=C1 (triphenylphosphine), CC(C)OC(=O)/N=N/C(=O)OC(C)C (DIAD). RXN SMILES: [Cl:1][C:2]1[CH:9]=[C:8]([C:10]2[NH:14][N:13]=[CH:12][CH:11]=2)[CH:7]=[C:6]([F:15])[C:3]=1[C:4]#[N:5].[CH2:16](O)[CH2:17][CH3:18].C1(P(C2C=CC=CC=2)C2C=CC=CC=2)C=CC=CC=1.CC(OC(/[N:45]=N/C(OC(C)C)=O)=O)C>>[NH2:45][C@@H:17]([CH3:18])[CH2:16][N:13]1[CH:12]=[CH:11][C:10]([C:8]2[CH:7]=[C:6]([F:15])[C:3]([C:4]#[N:5])=[C:2]([Cl:1])[CH:9]=2)=[N:14]1. Reported procedure: 2-Chloro-6-fluoro-4-(1H-pyrazol-5-yl)benzonitrile (0.74 g, 3.3 mmol) was reacted with (S)-(−)-2-tert-butoxycarbonylamino)-1-propanol (0.88 g, 5.0 mmol) in the presence of triphenylphosphine and DIAD using the method of Example 99. After Boc-deprotection 0.45 g (49%) of the title compound was obtained. 1H-NMR (400 MHz; d6-DMSO): δ 0.95 (d, 3H), 3.17-3.28 (m, 1H), 4.01 (dd, 2H), 7.03 (d, 1H), 7.85-7.91 (m, 2H), 7.99 (m, 1H).